Dataset: the Open Reaction Database (ORD), a public repository of structured organic reaction records. Task: describe an organic reaction: reactants, conditions, products, and yield Starting materials: C(C)(C)(C)C1=CC(=C(C=N1)C=1N([C@]([C@](N1)(C)C1=CC=C(C=C1)Cl)(C)C1=CC=C(C=C1)Cl)C(=O)N1CCC(CC1)CC(=O)O)OCC ({1-[(4S,5R)-2-(6-tert-butyl-4-ethoxy-pyridin-3-yl)-4,5-bis-(4-chloro-phenyl)-4,5-dimethyl-4,5-dihydro-imidazole-1-carbonyl]-piperidin-4-yl}-acetic acid), C1CC2CNCC2C1 (3,4-(1,3-propanediyl)pyrrolidine). The product is C(C)(C)(C)C1=CC(=C(C=N1)C=1N([C@]([C@](N1)(C)C1=CC=C(C=C1)Cl)(C)C1=CC=C(C=C1)Cl)C(=O)N1CCC(CC1)CC(=O)N1CC2C(C1)CCC2)OCC (2-{1-[(4S,5R)-2-(6-tert-Butyl-4-ethoxy-pyridin-3-yl)-4,5-bis-(4-chloro-phenyl)-4,5-dimethyl-4,5-dihydro-imidazole-1-carbonyl]-piperidin-4-yl}-1-(hexahydro-cyclopenta[c]pyrrol-2-yl)-ethanone). RXN SMILES: [C:1]([C:5]1[N:10]=[CH:9][C:8]([C:11]2[N:12]([C:32]([N:34]3[CH2:39][CH2:38][CH:37]([CH2:40][C:41](O)=[O:42])[CH2:36][CH2:35]3)=[O:33])[C@@:13]([C:25]3[CH:30]=[CH:29][C:28]([Cl:31])=[CH:27][CH:26]=3)([CH3:24])[C@@:14]([C:17]3[CH:22]=[CH:21][C:20]([Cl:23])=[CH:19][CH:18]=3)([CH3:16])[N:15]=2)=[C:7]([O:44][CH2:45][CH3:46])[CH:6]=1)([CH3:4])([CH3:3])[CH3:2].[CH2:47]1[CH2:54][CH:53]2[CH:49]([CH2:50][NH:51][CH2:52]2)[CH2:48]1>>[C:1]([C:5]1[N:10]=[CH:9][C:8]([C:11]2[N:12]([C:32]([N:34]3[CH2:39][CH2:38][CH:37]([CH2:40][C:41]([N:51]4[CH2:52][CH:53]5[CH2:54][CH2:47][CH2:48][CH:49]5[CH2:50]4)=[O:42])[CH2:36][CH2:35]3)=[O:33])[C@@:13]([C:25]3[CH:30]=[CH:29][C:28]([Cl:31])=[CH:27][CH:26]=3)([CH3:24])[C@@:14]([C:17]3[CH:18]=[CH:19][C:20]([Cl:23])=[CH:21][CH:22]=3)([CH3:16])[N:15]=2)=[C:7]([O:44][CH2:45][CH3:46])[CH:6]=1)([CH3:2])([CH3:3])[CH3:4]. Procedure details: In a manner analogous to the method described in example 163, {1-[(4S,5R)-2-(6-tert-butyl-4-ethoxy-pyridin-3-yl)-4,5-bis-(4-chloro-phenyl)-4,5-dimethyl-4,5-dihydro-imidazole-1-carbonyl]-piperidin-4-yl}-acetic acid was reacted with 3,4-(1,3-propanediyl)pyrrolidine (BetaPharm) to give the title product. LC-MS (ES+) 758 [(M+H)+]. Starting materials: FC1=C(C=C(C=C1)F)[C@@H]1N(CCC1)C1=NC=2N(C=C1)N=CC2NC(=O)N2C[C@@H](N(CC2)C(=O)OC(C)(C)C)C ((S)-tert-butyl 4-(5-((R)-2-(2,5-difluorophenyl)pyrrolidin-1-yl)pyrazolo[1,5-a]pyrimidin-3-ylcarbamoyl)-2-methylpiperazine-1-carboxylate), Cl (HCl). Reaction conditions: time 1 hour. The product is Cl.FC1=C(C=C(C=C1)F)[C@@H]1N(CCC1)C1=NC=2N(C=C1)N=CC2NC(=O)N2C[C@@H](NCC2)C ((S)—N-(5-((R)-2-(2,5-difluorophenyl)pyrrolidin-1-yl)pyrazolo[1,5-a]pyrimidin-3-yl)-3-methylpiperazine-1-carboxamide hydrochloride), Cl (HCl). Reaction SMILES: [F:1][C:2]1[CH:7]=[CH:6][C:5]([F:8])=[CH:4][C:3]=1[C@H:9]1[CH2:13][CH2:12][CH2:11][N:10]1[C:14]1[CH:19]=[CH:18][N:17]2[N:20]=[CH:21][C:22]([NH:23][C:24]([N:26]3[CH2:31][CH2:30][N:29](C(OC(C)(C)C)=O)[C@@H:28]([CH3:39])[CH2:27]3)=[O:25])=[C:16]2[N:15]=1.[ClH:40]>>[ClH:40].[F:1][C:2]1[CH:7]=[CH:6][C:5]([F:8])=[CH:4][C:3]=1[C@H:9]1[CH2:13][CH2:12][CH2:11][N:10]1[C:14]1[CH:19]=[CH:18][N:17]2[N:20]=[CH:21][C:22]([NH:23][C:24]([N:26]3[CH2:31][CH2:30][NH:29][C@@H:28]([CH3:39])[CH2:27]3)=[O:25])=[C:16]2[N:15]=1.[ClH:40] |f:2.3|. Procedure: To (S)-tert-butyl 4-(5-((R)-2-(2,5-difluorophenyl)pyrrolidin-1-yl)pyrazolo[1,5-a]pyrimidin-3-ylcarbamoyl)-2-methylpiperazine-1-carboxylate (Example 30; 47 mg, 0.087 mmol), was added 1 mL 4 N HCl (dioxane) solution and stirred at ambient temperature for 1 hour. The reaction was concentrated, treated with ether, and filtered, giving the final product HCl salt as a fine yellowish powder. MS (apci) m/z=442.2 (M+H). Reactants: CCO, Cc1cc(NC2CCc3ccccc32)nc(Cl)n1, [H][H]. Yields the product Cc1cc(NC2CCc3ccccc32)ncn1. RXN SMILES: [CH3:21][CH2:22][OH:23].[Cl:1][c:2]1[n:3][c:4]([CH3:18])[cH:5][c:6]([NH:8][CH:9]2[CH2:10][CH2:11][c:12]3[cH:13][cH:14][cH:15][cH:16][c:17]32)[n:7]1.[H:19][H:20]>>[cH:2]1[n:3][c:4]([CH3:18])[cH:5][c:6]([NH:8][CH:9]2[CH2:10][CH2:11][c:12]3[cH:13][cH:14][cH:15][cH:16][c:17]32)[n:7]1. Reactants: CCO, CN(C)C=O, Nc1nc(COc2ccc(Cl)cc2)nc2nccnc12, [Na+], [OH-]. The product is O=c1[nH]c(COc2ccc(Cl)cc2)nc2nccnc12. As a reaction SMILES: [CH2:26]([OH:27])[CH3:28].[CH3:21][N:22]([CH3:23])[CH:25]=[O:24].[NH2:1][c:2]1[n:3][c:4]([CH2:12][O:13][c:14]2[cH:15][cH:16][c:17]([Cl:20])[cH:18][cH:19]2)[n:5][c:6]2[n:7][cH:8][cH:9][n:10][c:11]12.[Na+:30].[OH-:29]>>[c:2]1(=[O:24])[nH:3][c:4]([CH2:12][O:13][c:14]2[cH:15][cH:16][c:17]([Cl:20])[cH:18][cH:19]2)[n:5][c:6]2[n:7][cH:8][cH:9][n:10][c:11]12. As a reaction SMILES: Br[C:2]1[CH:3]=[C:4]([CH3:9])[CH:5]=[CH:6][C:7]=1[Cl:8].[NH2:10][C:11]1[CH:12]=[C:13]2[C:18]3=[C:19]([CH2:21][CH2:22][N:17]3[CH2:16][C@@H:15]3[CH2:23][N:24](C(OC(C)(C)C)=O)[CH2:25][C@H:14]23)[CH:20]=1>>[Cl:8][C:7]1[CH:6]=[CH:5][C:4]([CH3:9])=[CH:3][C:2]=1[NH:10][C:11]1[CH:12]=[C:13]2[C:18]3=[C:19]([CH2:21][CH2:22][N:17]3[CH2:16][C@@H:15]3[CH2:23][NH:24][CH2:25][C@H:14]23)[CH:20]=1. Reactants: BrC=1C=C(C=CC1Cl)C (3-bromo-4-chlorotoluene), NC=1C=C2[C@@H]3[C@H](CN4C2=C(C1)CC4)CN(C3)C(=O)OC(C)(C)C ((±)-cis tert-butyl 2-amino-4,5,7a,8,10,10a-hexahydrodipyrrolo[3,4-c:3′,2′,1′-ij]quinoline-9(7H)-carboxylate), (±)-cis-N-(2-chloro-5-methylphenyl)-4,5,7,7a,8,9,10,10a-octahydrodipyrrolo[3,4-c:3′,2′,1′-ij]quinolin-2-amine, bis-trifluoroacetic acid salt. Product: ClC1=C(C=C(C=C1)C)NC=1C=C2[C@@H]3[C@H](CN4C2=C(C1)CC4)CNC3 ((±)-cis-N-(2-chloro-5-methylphenyl)-4,5,7,7a,8,9,10,10a-octahydrodipyrrolo[3,4-c:3′,2′,1′-ij]quinolin-2-amine). Reported procedure: Using 3-bromo-4-chlorotoluene and following the procedures described in EXAMPLE 17, Parts B and C, (±)-cis tert-butyl 2-amino-4,5,7a,8,10,10a-hexahydrodipyrrolo[3,4-c:3′,2′,1′-ij]quinoline-9(7H)-carboxylate was converted into (±)-cis-N-(2-chloro-5-methylphenyl)-4,5,7,7a,8,9,10,10a-octahydrodipyrrolo[3,4-c:3′,2′,1′-ij]quinolin-2-amine, bis-trifluoroacetic acid salt, after HPLC purification (C18 reverse phase column, elution with a H2O/CH3CN gradient with 0.5% TFA). This material was free-based wi... Reactants: [Cl-].[NH4+] (ammonium chloride), N1(C=NC=2C=NC=3C=CC=CC3C21)C(CO)CC (2-(1H-imidazo[4,5-c]quinolin-1-yl)butan-1-ol), [H-].[Na+] (sodium hydride), ICCC1CCN(CC1)C(=O)OC(C)(C)C (Tert-butyl 4-(2-iodoethyl)piperidine-1-carboxylate). Run at temperature 100 celsius, time 45 minute. Product: N1(C=NC=2C=NC=3C=CC=CC3C21)C(COCCC2CCN(CC2)C(=O)OC(C)(C)C)CC (tert-butyl 4-{2-[2-(1H-imidazo[4,5-c]quinolin-1-yl)butoxy]ethyl}piperidine-1-carboxylate). Yield: 18.1%. Reaction SMILES: [N:1]1([CH:14]([CH2:17][CH3:18])[CH2:15][OH:16])[C:13]2[C:12]3[CH:11]=[CH:10][CH:9]=[CH:8][C:7]=3[N:6]=[CH:5][C:4]=2[N:3]=[CH:2]1.[H-].[Na+].I[CH2:22][CH2:23][CH:24]1[CH2:29][CH2:28][N:27]([C:30]([O:32][C:33]([CH3:36])([CH3:35])[CH3:34])=[O:31])[CH2:26][CH2:25]1.[Cl-].[NH4+]>CN(C)C=O>[N:1]1([CH:14]([CH2:17][CH3:18])[CH2:15][O:16][CH2:22][CH2:23][CH:24]2[CH2:25][CH2:26][N:27]([C:30]([O:32][C:33]([CH3:34])([CH3:36])[CH3:35])=[O:31])[CH2:28][CH2:29]2)[C:13]2[C:12]3[CH:11]=[CH:10][CH:9]=[CH:8][C:7]=3[N:6]=[CH:5][C:4]=2[N:3]=[CH:2]1 |f:1.2,4.5|. Reported procedure: Under a nitrogen atmosphere, 2-(1H-imidazo[4,5-c]quinolin-1-yl)butan-1-ol (6.5 g, 26.9 mmol) was added in three portions to a suspension of sodium hydride (1.4 g of 60%, 35.0 mmol) in anhydrous N,N-dimethylformamide. The reaction mixture was allowed to stir for 45 minutes by which time gas evolution had ceased. Tert-butyl 4-(2-iodoethyl)piperidine-1-carboxylate (10.05 g, 29.6 mmol) was added dropwise over a period of 15 minutes. The reaction mixture was allowed to stir at ambient temperature for... The solvent is CN(C=O)C (N,N-dimethylformamide). Starting materials: N(=[N+]=[N-])C1CN(C1)C1=CC=C(C=C1)NC1=NC=C(C(=N1)C1=CN=C(N1C(C)C)C)F (N-[4-(3-Azidoazetidin-1-yl)phenyl]-5-fluoro-4-(1-isopropyl-2-methyl-1H-imidazol-5-yl)pyrimidin-2-amine), C1(=CC=CC=C1)P(C1=CC=CC=C1)C1=CC=CC=C1 (triphenylphosphine), Cl (Hydrochloric acid), O (Water). Solvent: C1CCOC1 (THF). Conditions: time 24 hour. Product: NC1CN(C1)C1=CC=C(C=C1)NC1=NC=C(C(=N1)C1=CN=C(N1C(C)C)C)F (N-[4-(3-Aminoazetidin-1-yl)phenyl]-5-fluoro-4-(1-isopropyl-2-methyl-1H-imidazol-5-yl)pyrimidin-2-amine). The yield is 90.6%. RXN SMILES: [N:1]([CH:4]1[CH2:7][N:6]([C:8]2[CH:13]=[CH:12][C:11]([NH:14][C:15]3[N:20]=[C:19]([C:21]4[N:25]([CH:26]([CH3:28])[CH3:27])[C:24]([CH3:29])=[N:23][CH:22]=4)[C:18]([F:30])=[CH:17][N:16]=3)=[CH:10][CH:9]=2)[CH2:5]1)=[N+]=[N-].C1(P(C2C=CC=CC=2)C2C=CC=CC=2)C=CC=CC=1.O.Cl>C1COCC1>[NH2:1][CH:4]1[CH2:5][N:6]([C:8]2[CH:9]=[CH:10][C:11]([NH:14][C:15]3[N:20]=[C:19]([C:21]4[N:25]([CH:26]([CH3:27])[CH3:28])[C:24]([CH3:29])=[N:23][CH:22]=4)[C:18]([F:30])=[CH:17][N:16]=3)=[CH:12][CH:13]=2)[CH2:7]1. Procedure: To a solution N-[4-(3-azidoazetidin-1-yl)phenyl]-5-fluoro-4-(1-isopropyl-2-methyl-1H-imidazol-5-yl)pyrimidin-2-amine (Example 139; 382 mg, 938 mM) in THF (10 ml), triphenylphosphine (260 mg, 0.984 mM) was added. The reaction was stirred at room temperature under nitrogen for 24 hours. Water (2.0 ml) was then added and the mixture stirred and heated at 65° C. for 3 hours. Hydrochloric acid (1M, 1.5 ml) was added and the THF removed in vacuo. More water was then added and the solution extracted wi... Starting materials: BrC1=CC=C(C=C1)[C@@H]1[C@](C1)(C(=O)OC)NC(=O)[C@H]1N(CCCC1)C(=O)OC(C)(C)C ((S)-tert-butyl 2-((1R,2R)-2-(4-bromophenyl)-1-(methoxycarbonyl)-cyclopropylcarbamoyl)piperidine-1-carboxylate), O.[OH-].[Li+] (lithium hydroxide monohydrate). Run in C1CCOC1 (THF), O (water). Conditions: time 2 hour. Yields the product BrC1=CC=C(C=C1)[C@@H]1[C@](C1)(C(=O)O)NC(=O)[C@H]1N(CCCC1)C(=O)OC(C)(C)C ((1R,2R)-2-(4-Bromophenyl)-1-((S)-1-(tert-butoxycarbonyl)piperidine-2-carboxamido)cyclopropanecarboxylic Acid). Isolated yield 99.6%. Reaction SMILES: [Br:1][C:2]1[CH:7]=[CH:6][C:5]([C@H:8]2[CH2:10][C@:9]2([NH:15][C:16]([C@@H:18]2[CH2:23][CH2:22][CH2:21][CH2:20][N:19]2[C:24]([O:26][C:27]([CH3:30])([CH3:29])[CH3:28])=[O:25])=[O:17])[C:11]([O:13]C)=[O:12])=[CH:4][CH:3]=1.O.[OH-].[Li+]>C1COCC1.O>[Br:1][C:2]1[CH:3]=[CH:4][C:5]([C@H:8]2[CH2:10][C@:9]2([NH:15][C:16]([C@@H:18]2[CH2:23][CH2:22][CH2:21][CH2:20][N:19]2[C:24]([O:26][C:27]([CH3:30])([CH3:29])[CH3:28])=[O:25])=[O:17])[C:11]([OH:13])=[O:12])=[CH:6][CH:7]=1 |f:1.2.3|. Procedure details: To a stirred solution of (S)-tert-butyl 2-((1R,2R)-2-(4-bromophenyl)-1-(methoxycarbonyl)-cyclopropylcarbamoyl)piperidine-1-carboxylate (3 g) in THF (45 mL) and water (30 mL) was added lithium hydroxide monohydrate (0.298 g). The mixture was stirred at RT for 2 h. The mixture was partitioned between 0.1 N HCl(aq) and ethyl acetate, and the aqueous phase was extracted twice more with ethyl acetate. The combined organic phases were dried over sodium sulphate, filtered and concentrated in vacuo to l... Starting materials: C(C=C)OC(=O)C1=CC2=C(N(N=N2)C2CCN(CC2)C(=O)OC(C)(C)C)C=C1 (1-(1-tert-butoxycarbonyl-piperidin-4-yl)-1H-benzotriazole-5-carboxylic acid allyl ester), Cl (HCl). Solvent: O1CCOCC1 (dioxane), O1CCOCC1 (dioxane). The product is Cl.Cl.C(C=C)OC(=O)C1=CC2=C(N(N=N2)C2CCNCC2)C=C1 (1-Piperidin-4-yl-1H-benzotriazole-5-carboxylic acid allyl ester dihydrochloride). As a reaction SMILES: [CH2:1]([O:4][C:5]([C:7]1[CH:28]=[CH:27][C:10]2[N:11]([CH:14]3[CH2:19][CH2:18][N:17](C(OC(C)(C)C)=O)[CH2:16][CH2:15]3)[N:12]=[N:13][C:9]=2[CH:8]=1)=[O:6])[CH:2]=[CH2:3].[ClH:29]>O1CCOCC1>[ClH:29].[ClH:29].[CH2:1]([O:4][C:5]([C:7]1[CH:28]=[CH:27][C:10]2[N:11]([CH:14]3[CH2:19][CH2:18][NH:17][CH2:16][CH2:15]3)[N:12]=[N:13][C:9]=2[CH:8]=1)=[O:6])[CH:2]=[CH2:3] |f:3.4.5|. Procedure details: A solution of 1-(1-tert-butoxycarbonyl-piperidin-4-yl)-1H-benzotriazole-5-carboxylic acid allyl ester (1.40 g, 3.62 mmol) in dioxane (20 mL) and 4 M HCl in dioxane (20 mL) was stirred at rt for 2 h. The solvent was removed under reduced pressure and the crude product used in the consecutive step without further purification assuming quantitative deprotection and formation of the dihydrochloride salt. MS (ISP): 287.3 [M+H]+. Reactants: C(C)(C)(C)OC(=O)N1CCC2=C(CC1)C(=C(C=C2)Cl)SCC2=CC=C(C=C2)COS(=O)(=O)C (3-tert-butoxycarbonyl-7-chloro-6-(4-methanesulfonyloxymethyl-benzylthio)-2,3,4,5-tetrahydro-1H-benzo[d]azepine), [Br-].[Li+] (lithium bromide). Solvent: CC(=O)C (acetone). Conditions: time 8 hour. Yields the product C(C)(C)(C)OC(=O)N1CCC2=C(CC1)C(=C(C=C2)Cl)SCC2=CC=C(C=C2)CBr (3-tert-Butoxycarbonyl-6-(4-bromomethyl-benzylthio)-7-chloro-2,3,4,5-tetrahydro-1H-benzo[d]azepine). RXN SMILES: [C:1]([O:5][C:6]([N:8]1[CH2:14][CH2:13][C:12]2[C:15]([S:20][CH2:21][C:22]3[CH:27]=[CH:26][C:25]([CH2:28]OS(C)(=O)=O)=[CH:24][CH:23]=3)=[C:16]([Cl:19])[CH:17]=[CH:18][C:11]=2[CH2:10][CH2:9]1)=[O:7])([CH3:4])([CH3:3])[CH3:2].[Br-:34].[Li+]>CC(C)=O>[C:1]([O:5][C:6]([N:8]1[CH2:14][CH2:13][C:12]2[C:15]([S:20][CH2:21][C:22]3[CH:27]=[CH:26][C:25]([CH2:28][Br:34])=[CH:24][CH:23]=3)=[C:16]([Cl:19])[CH:17]=[CH:18][C:11]=2[CH2:10][CH2:9]1)=[O:7])([CH3:4])([CH3:3])[CH3:2] |f:1.2|. Reported procedure: Dissolve the crude 3-tert-butoxycarbonyl-7-chloro-6-(4-methanesulfonyloxymethyl-benzylthio)-2,3,4,5-tetrahydro-1H-benzo[d]azepine in anhydrous acetone (3 mL), treat with anhydrous lithium bromide (335 mg, 3.89 mmol) and continue stirring overnight. Add water, extract the reaction mixture three times with ethyl ether, wash with brine, dry over anhydrous MgSO4, and concentrate in vacuo to obtain the desired intermediate that was used without purification.